From a dataset of the Open Reaction Database (ORD), a public repository of structured organic reaction records. describe an organic reaction: reactants, conditions, products, and yield The reactants are COc1cc2nccc(Cl)c2cc1OC, Clc1ccccc1, O, O=Cc1cc(O)ccc1[N+](=O)[O-]. The product is COc1cc2nccc(Oc3ccc([N+](=O)[O-])c(C=O)c3)c2cc1OC. As a reaction SMILES: [Cl:1][c:2]1[cH:3][cH:4][n:5][c:6]2[cH:7][c:8]([O:14][CH3:15])[c:9]([O:12][CH3:13])[cH:10][c:11]12.[Cl:29][c:30]1[cH:31][cH:32][cH:33][cH:34][cH:35]1.[OH2:28].[OH:16][c:17]1[cH:18][cH:19][c:20]([N+:25](=[O:26])[O-:27])[c:21]([CH:22]=[O:23])[cH:24]1>>[c:2]1([O:16][c:17]2[cH:18][cH:19][c:20]([N+:25](=[O:26])[O-:27])[c:21]([CH:22]=[O:23])[cH:24]2)[cH:3][cH:4][n:5][c:6]2[cH:7][c:8]([O:14][CH3:15])[c:9]([O:12][CH3:13])[cH:10][c:11]12. As a reaction SMILES: [CH2:1]([c:2]1[cH:3][cH:4][cH:5][cH:6][cH:7]1)[O:8][CH2:9][CH:10]([CH2:11][OH:12])[CH2:13][CH2:14][n:15]1[c:16]2[n:17][c:18]([NH2:25])[n:19][c:20]([Cl:24])[c:21]2[n:22][cH:23]1.[ClH:26].[Na+:28].[O:29]1[CH2:30][CH2:31][CH2:32][CH2:33]1.[OH-:27]>>[CH2:1]([c:2]1[cH:3][cH:4][cH:5][cH:6][cH:7]1)[O:8][CH2:9][CH:10]([CH2:11][OH:12])[CH2:13][CH2:14][n:15]1[c:16]2[n:17][c:18]([NH2:25])[nH:19][c:20](=[O:27])[c:21]2[n:22][cH:23]1. Reactants: Nc1nc(Cl)c2ncn(CCC(CO)COCc3ccccc3)c2n1, Cl, [Na+], C1CCOC1, [OH-]. Yields the product Nc1nc2c(ncn2CCC(CO)COCc2ccccc2)c(=O)[nH]1. Starting materials: FC(OC=1C=C(OC=2C(=NN(N2)C2=CC=C(C=C2)C(F)(F)F)CO)C=CC1)(F)F (5-[3-(Trifluoromethoxy)phenoxy]-2-[4-(trifluoromethyl)phenyl]-2H-1,2,3-triazole-4-methanol), Br (hydrobromic acid), Br (hydrobromic acid), FC(OC=1C=C(OC=2C(=NN(N2)C2=CC=C(C=C2)C(F)(F)F)CO)C=CC1)(F)F (5-[3-(trifluoromethoxy)phenoxy]-2-[4-(trifluoromethyl)phenyl]-2H-1,2,3-triazole-4-methanol), [OH-].[Na+] (sodium hydroxide). Run in O (water), O (water), C(C)(=O)O (acetic acid). Conditions: temperature 0 celsius, time 4 hour. Yields the product BrCC1=NN(N=C1OC1=CC(=CC=C1)OC(F)(F)F)C1=CC=C(C=C1)C(F)(F)F (4-(Bromomethyl)-5-[3-(trifluoromethoxy)phenoxy]-2-[4-(trifluoromethyl)phenyl)-2H-1,2,3-triazole). RXN SMILES: [F:1][C:2]([F:29])([F:28])[O:3][C:4]1[CH:5]=[C:6]([CH:25]=[CH:26][CH:27]=1)[O:7][C:8]1[C:9]([CH2:23]O)=[N:10][N:11]([C:13]2[CH:18]=[CH:17][C:16]([C:19]([F:22])([F:21])[F:20])=[CH:15][CH:14]=2)[N:12]=1.[OH-].[Na+].[BrH:32]>C(O)(=O)C.O>[Br:32][CH2:23][C:9]1[C:8]([O:7][C:6]2[CH:25]=[CH:26][CH:27]=[C:4]([O:3][C:2]([F:29])([F:28])[F:1])[CH:5]=2)=[N:12][N:11]([C:13]2[CH:18]=[CH:17][C:16]([C:19]([F:22])([F:21])[F:20])=[CH:15][CH:14]=2)[N:10]=1 |f:1.2|. Procedure details: 5-[3-(Trifluoromethoxy)phenoxy]-2-[4-(trifluoromethyl)phenyl]-2H-1,2,3-triazole-4-methanol (i.e. the product of Example 5, Step I, 0.17 g, 0.4 mmol) was suspended in 33% hydrobromic acid in acetic acid (2 mL) and 48% hydrobromic acid in water (2 mL). The mixture was heated to reflux with stirring for 4 h. The reaction mixture was cooled to 0° C. and basified with 50% aqueous sodium hydroxide solution. The reaction mixture was diluted with water (20 mL), extracted with ethyl acetate (3×15 mL), an... As a reaction SMILES: [C:1]([C:5]1[CH:10]=[CH:9][C:8]([S:11]([NH:14][C:15]2[C:20]([O:21][C:22]3[CH:27]=[CH:26][CH:25]=[CH:24][C:23]=3[O:28][CH3:29])=[C:19]([O:30][CH2:31][CH2:32][NH2:33])[N:18]=[C:17]([CH3:34])[N:16]=2)(=[O:13])=[O:12])=[CH:7][CH:6]=1)([CH3:4])([CH3:3])[CH3:2].[CH3:35][S:36](Cl)(=[O:38])=[O:37]>>[C:1]([C:5]1[CH:10]=[CH:9][C:8]([S:11]([NH:14][C:15]2[C:20]([O:21][C:22]3[CH:27]=[CH:26][CH:25]=[CH:24][C:23]=3[O:28][CH3:29])=[C:19]([O:30][CH2:31][CH2:32][NH:33][S:36]([CH3:35])(=[O:38])=[O:37])[N:18]=[C:17]([CH3:34])[N:16]=2)(=[O:12])=[O:13])=[CH:7][CH:6]=1)([CH3:4])([CH3:3])[CH3:2]. The product is C(C)(C)(C)C1=CC=C(C=C1)S(=O)(=O)NC1=NC(=NC(=C1OC1=C(C=CC=C1)OC)OCCNS(=O)(=O)C)C (4-tert.-butyl-N-[6-(2-(methanesulfonylamino)-ethoxy)-5-(o-methoxyphenoxy)-2-methyl-4-pyrimidinyl]-benzene sulfonamide). The reactants are C(C)(C)(C)C1=CC=C(C=C1)S(=O)(=O)NC1=NC(=NC(=C1OC1=C(C=CC=C1)OC)OCCN)C (4-tert.-butyl-N-[6-(2-aminoethoxy)-5-(o-methoxyphenoxy)-2-methyl-4-pyrimidinyl]-benzene sulfonamide), CS(=O)(=O)Cl (methanesulfonylchloride). Reported procedure: According to the procedure described in Example 4a) 103 mg 4-tert.-butyl-N-[6-(2-aminoethoxy)-5-(o-methoxyphenoxy)-2-methyl-4-pyrimidinyl]-benzene sulfonamide was reacted with methanesulfonylchloride to give 105 mg 4-tert.-butyl-N-[6-(2-(methanesulfonylamino)-ethoxy)-5-(o-methoxyphenoxy)-2-methyl-4-pyrimidinyl]-benzene sulfonamide. LC-MS: tR=5.12 min, [M+1]+=565.58, [M−1]−=563.69. The reactants are C(C)(C)(C)OC(=O)N1C(CCCC1)CCC1=CC(=C(C=C1)N1S(NC(C1)=O)(=O)=O)OCC1=CC=CC=C1 (2-{2-[3-benzyloxy-4-(1,1,4-trioxo-1,2,5-thiadiazolidin-2-yl)-phenyl]-ethyl}-piperidine-1-carboxylic acid tert-butyl ester). Reagents/catalysts: [Pd] (Pd/C). Solvent: C(C)O.O (ethanol water). The product is C(C)(C)(C)OC(=O)N1C(CCCC1)CCC1=CC(=C(C=C1)N1S(NC(C1)=O)(=O)=O)O (2-{2-[3-Hydroxy-4-(1,1,4-trioxo-1,2,5-thiadiazolidin-2-yl)-phenyl]-ethyl}-piperidine-1-carboxylic Acid Tert-butyl Ester). RXN SMILES: [C:1]([O:5][C:6]([N:8]1[CH2:13][CH2:12][CH2:11][CH2:10][CH:9]1[CH2:14][CH2:15][C:16]1[CH:21]=[CH:20][C:19]([N:22]2[CH2:26][C:25](=[O:27])[NH:24][S:23]2(=[O:29])=[O:28])=[C:18]([O:30]CC2C=CC=CC=2)[CH:17]=1)=[O:7])([CH3:4])([CH3:3])[CH3:2]>C(O)C.O.[Pd]>[C:1]([O:5][C:6]([N:8]1[CH2:13][CH2:12][CH2:11][CH2:10][CH:9]1[CH2:14][CH2:15][C:16]1[CH:21]=[CH:20][C:19]([N:22]2[CH2:26][C:25](=[O:27])[NH:24][S:23]2(=[O:29])=[O:28])=[C:18]([OH:30])[CH:17]=1)=[O:7])([CH3:4])([CH3:2])[CH3:3] |f:1.2|. Procedure: A solution of 2-{2-[3-benzyloxy-4-(1,1,4-trioxo-1,2,5-thiadiazolidin-2-yl)-phenyl]-ethyl}-piperidine-1-carboxylic acid tert-butyl ester in 2 mL of ethanol/water (1:1) is hydrogenated over 10% Pd/C at 1 atm for 2 h. The catalyst is removed by filtration through Celite and the solvent is removed under reduced pressure to give the title compound: LC rt 1.52 (method A); (M−1)−=438. Reactants: ClC1=CC=C(C=C1)C1N(C(C2=NN(C(=C21)C)C2CN(C2)C(=O)OC(C)(C)C)=O)C2=CN(C(C(=C2)C)=O)C (tert-butyl 3-(4-(4-chlorophenyl)-5-(1,5-dimethyl-6-oxo-1,6-dihydropyridin-3-yl)-3-methyl-6-oxo-5,6-dihydropyrrolo[3,4-c]pyrazol-2(4H)-yl)azetidine-1-carboxylate). Solvent: C(Cl)Cl.CO (CH2Cl2 MeOH). The product is N1CC(C1)N1N=C2C(=C1C)C(N(C2=O)C2=CN(C(C(=C2)C)=O)C)C2=CC=C(C=C2)Cl (2-(azetidin-3-yl)-4-(4-chlorophenyl)-5-(1,5-dimethyl-6-oxo-1,6-dihydropyridin-3-yl)-3-methyl-4,5-dihydropyrrolo[3,4-c]pyrazol-6(2H)-one). RXN SMILES: [Cl:1][C:2]1[CH:7]=[CH:6][C:5]([CH:8]2[C:15]3[C:11](=[N:12][N:13]([CH:17]4[CH2:20][N:19](C(OC(C)(C)C)=O)[CH2:18]4)[C:14]=3[CH3:16])[C:10](=[O:28])[N:9]2[C:29]2[CH:34]=[C:33]([CH3:35])[C:32](=[O:36])[N:31]([CH3:37])[CH:30]=2)=[CH:4][CH:3]=1>C(Cl)Cl.CO>[NH:19]1[CH2:18][CH:17]([N:13]2[C:14]([CH3:16])=[C:15]3[CH:8]([C:5]4[CH:4]=[CH:3][C:2]([Cl:1])=[CH:7][CH:6]=4)[N:9]([C:29]4[CH:34]=[C:33]([CH3:35])[C:32](=[O:36])[N:31]([CH3:37])[CH:30]=4)[C:10](=[O:28])[C:11]3=[N:12]2)[CH2:20]1 |f:1.2|. Procedure: The title compound was prepared using an analogous procedure to that described in Step 138.2 using tert-butyl 3-(4-(4-chlorophenyl)-5-(1,5-dimethyl-6-oxo-1,6-dihydropyridin-3-yl)-3-methyl-6-oxo-5,6-dihydropyrrolo[3,4-c]pyrazol-2(4H)-yl)azetidine-1-carboxylate (Step 138.1 b). tR: 0.61 min (LC-MS 2); ESI-MS: 424.1 [M+H]+ (LC-MS 2); Rf=0.05 (CH2Cl2/MeOH 9:1). Reactants: [Al+3], O=C([O-])O, C1CCOC1, CN1CCNc2cccc(Cl)c2CC1, Cl, [H-], [H-], [H-], [H-], [Li+], O=N[O-], [Na+], [Na+], O. Yields the product CN1CCc2c(Cl)cccc2N(N)CC1. As a reaction SMILES: [Al+3:25].[C:19](=[O:20])([OH:21])[O-:22].[CH2:32]1[O:33][CH2:34][CH2:35][CH2:36]1.[Cl:1][c:2]1[cH:3][cH:4][cH:5][c:6]2[c:13]1[CH2:12][CH2:11][N:10]([CH3:14])[CH2:9][CH2:8][NH:7]2.[ClH:30].[H-:24].[H-:27].[H-:28].[H-:29].[Li+:26].[N:15]([O-:16])=[O:17].[Na+:18].[Na+:23].[OH2:31]>>[Cl:1][c:2]1[cH:3][cH:4][cH:5][c:6]2[c:13]1[CH2:12][CH2:11][N:10]([CH3:14])[CH2:9][CH2:8][N:7]2[NH2:15]. Reactants: compound 139, Cl.ClCC1=C(N=C2N1C=C(C=C2)C)C2=CC=C(C=C2)C (3-(chloromethyl)-6-methyl-2-p-tolylimidazo[1,2-a]pyridine hydrochloride), N1=C(N=CN=C1)N (1,3,5-triazin-2-amine). Yields the product CC=1C=CC=2N(C1)C(=C(N2)C2=CC=C(C=C2)C)CNC2=NC=NC=N2 ((6-Methyl-2-p-tolyl-imidazo[1,2-a]pyridin-3-ylmethyl)-[1,3,5]triazin-2-yl-amine). As a reaction SMILES: Cl.Cl[CH2:3][C:4]1[N:8]2[CH:9]=[C:10]([CH3:13])[CH:11]=[CH:12][C:7]2=[N:6][C:5]=1[C:14]1[CH:19]=[CH:18][C:17]([CH3:20])=[CH:16][CH:15]=1.[N:21]1[CH:26]=[N:25][CH:24]=[N:23][C:22]=1[NH2:27]>>[CH3:13][C:10]1[CH:11]=[CH:12][C:7]2[N:8]([C:4]([CH2:3][NH:27][C:22]3[N:23]=[CH:24][N:25]=[CH:26][N:21]=3)=[C:5]([C:14]3[CH:19]=[CH:18][C:17]([CH3:20])=[CH:16][CH:15]=3)[N:6]=2)[CH:9]=1 |f:0.1|. Procedure: The title compound was prepared according to Method A and the experimentals described for compound 139 from 3-(chloromethyl)-6-methyl-2-p-tolylimidazo[1,2-a]pyridine hydrochloride and 1,3,5-triazin-2-amine. M/e+ 331 for C19H19N6 (M+H)+; 1H-NMR (400 MHz, CDCl3) δ 8.71 (s, 1H), 8.51 (s, 1H), 8.24 (s, 1H), 7.94 (s, 1H), 7.65 (d, J=9.1 Hz, 1H), 7.58 (d, J=8.4 Hz, 2H), 7.26 (d, J=8.4 Hz, 2H), 7.14 (dd, J=9.1, 1.4 Hz, 1H), 5.06 (d, J=5.1 Hz, 2H), 2.39 (s, 3H), 2.32 (s, 3H) ppm. Reactants: ClC1=NC2=CC=C(C=C2C=C1C(=O)O)Cl (2,6-dichloro-quinoline-3-carboxylic acid), C(C)OC(C(CC1=NC=CC=C1)N)=O (2-amino-3-pyridin-2-yl-propionic acid ethyl ester). Product: ClC=1C=C2C=C(C(=NC2=CC1)NC(CC1=NC=CC=C1)C(=O)OCC)C(=O)O (6-Chloro-2-(1-ethoxycarbonyl-2-pyridin-2-yl-ethylamino)-quinoline-3-carboxylic acid). As a reaction SMILES: Cl[C:2]1[C:11]([C:12]([OH:14])=[O:13])=[CH:10][C:9]2[C:4](=[CH:5][CH:6]=[C:7]([Cl:15])[CH:8]=2)[N:3]=1.[CH2:16]([O:18][C:19](=[O:29])[CH:20]([NH2:28])[CH2:21][C:22]1[CH:27]=[CH:26][CH:25]=[CH:24][N:23]=1)[CH3:17]>>[Cl:15][C:7]1[CH:8]=[C:9]2[C:4](=[CH:5][CH:6]=1)[N:3]=[C:2]([NH:28][CH:20]([C:19]([O:18][CH2:16][CH3:17])=[O:29])[CH2:21][C:22]1[CH:27]=[CH:26][CH:25]=[CH:24][N:23]=1)[C:11]([C:12]([OH:14])=[O:13])=[CH:10]2. Procedure details: In close analogy to the procedure described in Example 43, 2,6-dichloro-quinoline-3-carboxylic acid is reacted with 2-amino-3-pyridin-2-yl-propionic acid ethyl ester to provide after chromatographical separation the title compound in moderate yield. Yield: 90.4%. Reaction SMILES: [CH3:1][C:2]1([CH3:14])[CH:5]([C:6]2[CH:11]=[CH:10][C:9]([Cl:12])=[CH:8][CH:7]=2)[CH2:4][C:3]1=[O:13].[Br:15]Br>C(Cl)(Cl)Cl>[CH3:1][C:2]1([CH3:14])[CH:5]([C:6]2[CH:7]=[CH:8][C:9]([Cl:12])=[CH:10][CH:11]=2)[CH:4]([Br:15])[C:3]1=[O:13]. Run in C(Cl)(Cl)Cl (chloroform), C(Cl)(Cl)Cl (chloroform). Procedure: 2.08 g (0.01 mol) of 2,2-dimethyl-3-(4-chlorophenyl)cyclobutanone are dissolved in 30 ml of chloroform, and a solution of 1.6 g of bromine in 5 ml of chloroform is added dropwise. After stirring for one hour at 20° C., the solvent is distilled off under waterpump vacuum. 2.6 g of crude 2,2-dimethyl-3-(4-chlorophenyl)-4-bromocyclobutanone are obtained as a residue which is employed further without further purification (compare: Example 1). Run at temperature 20 celsius, time 1 hour. Starting materials: CC1(C(CC1C1=CC=C(C=C1)Cl)=O)C (2,2-dimethyl-3-(4-chlorophenyl)cyclobutanone), BrBr (bromine). The product is CC1(C(C(C1C1=CC=C(C=C1)Cl)Br)=O)C (2,2-dimethyl-3-(4-chlorophenyl)-4-bromocyclobutanone).